Dataset: the Open Reaction Database (ORD), a public repository of structured organic reaction records. Task: describe an organic reaction: reactants, conditions, products, and yield Run in C(C)O (ethanol). As a reaction SMILES: [N:1]1[CH:6]=[CH:5][CH:4]=[C:3]([CH:7]=O)[CH:2]=1.[NH2:9][C@@H:10]([C:13]([OH:15])=[O:14])[CH2:11][SH:12]>C(O)C>[N:1]1[CH:6]=[CH:5][CH:4]=[C:3]([CH:7]2[NH:9][C@@H:10]([C:13]([OH:15])=[O:14])[CH2:11][S:12]2)[CH:2]=1. Yield: 53.8%. The product is N1=CC(=CC=C1)C1SC[C@@H](N1)C(=O)O (2-(3-Pyridyl)thiazolidine-4(S)-carboxylic acid). Procedure: A solution of 1.07 g of pyridine-3-aldehyde and 1.21 g of D-cysteine in 60% v/v aqueous ethanol was heated under reflux for 4 hours. The mixture was cooled to room temperature and the resulting solid material was removed by filtration. The filtrate was concentrated by evaporation under reduced pressure, and 5 ml of ethanol were added to the resulting residue. Collecting the precipitated crystals by filtration gave 1.13 g (yield 54%) of the title compound, melting at 138°-139° C. Starting materials: N1=CC(=CC=C1)C=O (pyridine-3-aldehyde), N[C@H](CS)C(=O)O (D-cysteine). Reactants: FC1=CC=C(C=2NCCC=CC21)[N+](=O)[O-] (6-fluoro-9-nitro-2,3-dihydro-1H-benzo[b]azepine). Reagents/catalysts: [Pd] (Pd/C). Solvent: CCOC(=O)C (EtOAc), IMS. Run at time 20 hour. The product is FC1=CC=C(C=2NCCCCC21)N (6-Fluoro-2,3,4,5-tetrahydro-1H-benzo[b]azepin-9-ylamine). The yield is 101.0%. Reaction SMILES: [F:1][C:2]1[C:12]2[CH:11]=[CH:10][CH2:9][CH2:8][NH:7][C:6]=2[C:5]([N+:13]([O-])=O)=[CH:4][CH:3]=1>CCOC(C)=O.[Pd]>[F:1][C:2]1[C:12]2[CH2:11][CH2:10][CH2:9][CH2:8][NH:7][C:6]=2[C:5]([NH2:13])=[CH:4][CH:3]=1. Reported procedure: To a solution of 6-fluoro-9-nitro-2,3-dihydro-1H-benzo[b]azepine (225.4 mg, 1.0826 mmol) in EtOAc (15 mL) was added a slurry of 10% Pd/C (50 mg) in IMS (4 mL) and the reaction mixture was stirred at RT under a hydrogen atmosphere for 20 h. The suspension was then filtered through a pad of Celite® and the filtrate was concentrated in vacuo affording the title compound as a purple oil (197 mg, quantitative). LCMS (Method J): RT 1.69 min [M+H]+ 181\ Starting materials: Cl (hydrochloric acid), C([O-])([O-])=O.[K+].[K+] (potassium carbonate), C[Si](C)(C)C#CC=1C=C(C#N)C=CC1 (3-trimethylsilanylethynylbenzonitrile), 5. The solvent is CO (methanol). Run at time 20 minute. Yields the product C(#C)C=1C=C(C#N)C=CC1 (3-Ethynylbenzonitrile). Isolated yield 92.0%. RXN SMILES: C(=O)([O-])[O-].[K+].[K+].C[Si]([C:11]#[C:12][C:13]1[CH:14]=[C:15]([CH:18]=[CH:19][CH:20]=1)[C:16]#[N:17])(C)C.Cl>CO>[C:12]([C:13]1[CH:14]=[C:15]([CH:18]=[CH:19][CH:20]=1)[C:16]#[N:17])#[CH:11] |f:0.1.2|. Procedure: Add potassium carbonate (0.138 g, 1 mmol) to a solution of 3-trimethylsilanylethynylbenzonitrile from PREPARATION 5 (2.0 g, 10.1 mmol) in methanol (50 mL). Stir the mixture at room temperature for 20 min and add a 10% aqueous hydrochloric acid solution (4 mL). Concentrate to a reduced volume, add diethyl ether and water and separate the phases. Wash once the aqueous phase with diethyl ether. Combine the organic phases, dry over sodium sulfate and concentrate to obtain the title compound as a sol... The reactants are C1CCOC1, CCN(C(C)C)C(C)C, Nc1ccc2c(n1)CC1(C2)C(=O)Nc2ncccc21, O=C(O)Cn1c(=O)n(-c2ccccn2)c2ccccc21. Yields the product O=C(Cn1c(=O)n(-c2ccccn2)c2ccccc21)Nc1ccc2c(n1)CC1(C2)C(=O)Nc2ncccc21. Reaction SMILES: [CH2:49]1[O:50][CH2:51][CH2:52][CH2:53]1.[CH:40]([N:41]([CH2:42][CH3:43])[CH:44]([CH3:45])[CH3:46])([CH3:47])[CH3:48].[NH2:21][c:22]1[cH:23][cH:24][c:25]2[c:26]([n:27]1)[CH2:28][C:29]1([CH2:30]2)[C:31](=[O:39])[NH:32][c:33]2[n:34][cH:35][cH:36][cH:37][c:38]21.[O:1]=[c:2]1[n:3](-[c:15]2[n:16][cH:17][cH:18][cH:19][cH:20]2)[c:4]2[c:5]([n:6]1[CH2:7][C:8](=[O:9])[OH:10])[cH:11][cH:12][cH:13][cH:14]2>>[O:1]=[c:2]1[n:3](-[c:15]2[n:16][cH:17][cH:18][cH:19][cH:20]2)[c:4]2[c:5]([n:6]1[CH2:7][C:8](=[O:10])[NH:21][c:22]1[cH:23][cH:24][c:25]3[c:26]([n:27]1)[CH2:28][C:29]1([CH2:30]3)[C:31](=[O:39])[NH:32][c:33]3[n:34][cH:35][cH:36][cH:37][c:38]31)[cH:11][cH:12][cH:13][cH:14]2.